The task is: describe an organic reaction: reactants, conditions, products, and yield. This data is from the Open Reaction Database (ORD), a public repository of structured organic reaction records. The reactants are BrC=1C=C2C(=NN(C2=CC1)C)N (5-bromo-1-methyl-1H-indazol-3-amine), Cl.ClCCN(C)CCCl (2-chloro-N-(2-chloroethyl)-N-methylethanamine hydrochloride), O (H2O), C(=O)([O-])[O-].[K+].[K+] (K2CO3). Run in CN(C)C=O (DMF), CCOC(=O)C (EtOAc). Reaction conditions: temperature 100 celsius. Yields the product BrC=1C=C2C(=NN(C2=CC1)C)N1CCN(CC1)C (5-bromo-1-methyl-3-(4-methylpiperazin-1-yl)-1H-indazole). RXN SMILES: [Br:1][C:2]1[CH:3]=[C:4]2[C:8](=[CH:9][CH:10]=1)[N:7]([CH3:11])[N:6]=[C:5]2[NH2:12].Cl.Cl[CH2:15][CH2:16][N:17]([CH2:19][CH2:20]Cl)[CH3:18].O.C([O-])([O-])=O.[K+].[K+]>CCOC(C)=O.CN(C=O)C>[Br:1][C:2]1[CH:3]=[C:4]2[C:8](=[CH:9][CH:10]=1)[N:7]([CH3:11])[N:6]=[C:5]2[N:12]1[CH2:20][CH2:19][N:17]([CH3:18])[CH2:16][CH2:15]1 |f:1.2,4.5.6|. Procedure: A vessel was charged with 5-bromo-1-methyl-1H-indazol-3-amine (250 mg, 1.10 mmol), 2-chloro-N-(2-chloroethyl)-N-methylethanamine hydrochloride (230 mg, 1.21 mmol), H2O (250 μL), K2CO3 (500 mg, 3.63 mmol), and DMF (2.5 mL). The vessel was sealed and heated to 100° C. for 18 h. The reaction was poured into EtOAc and washed with 5% w/v aq LiCl (3×), dried (Na2SO4), filtered, and concentrated. The residue was treated with DCM and purification by flash column chromatography on silica gel (hexanes/eth... Reported procedure: The (S)-tert-butyl 4-((R)-1-hydroxy-2-hexadecynyl)-2,2-dimethyloxazolidine-3-carboxylate) (100 mg, 0.23 mmol) obtained in the above-described reaction was dissolved in methanol (4.4 ml); p-toluenesulfonic acid (0.8 mg, 4.6 μmol) was added to the solution, and the mixture was stirred at room temperature for 12 hours. P-toluenesulfonic acid (0.8 mg, 4.6 μmol) was added to this reaction mixture, stirred for 6 hours, heated to 60° C., and further stirred for 2 hours. Saturated sodium hydrogen carbon... Starting materials: O[C@H](C#CCCCCCCCCCCCCC)[C@H]1N(C(OC1)(C)C)C(=O)OC(C)(C)C ((S)-tert-butyl 4-((R)-1-hydroxy-2-hexadecynyl)-2,2-dimethyloxazolidine-3-carboxylate), C(O)([O-])=O.[Na+] (sodium hydrogen carbonate), C1(=CC=C(C=C1)S(=O)(=O)O)C (p-toluenesulfonic acid), CC1=CC=C(C=C1)S(=O)(=O)O (P-toluenesulfonic acid). Run at time 12 hour. Run in CO (methanol). RXN SMILES: [OH:1][C@@H:2]([C@@H:18]1[CH2:22][O:21]C(C)(C)[N:19]1[C:25]([O:27][C:28]([CH3:31])([CH3:30])[CH3:29])=[O:26])[C:3]#[C:4][CH2:5][CH2:6][CH2:7][CH2:8][CH2:9][CH2:10][CH2:11][CH2:12][CH2:13][CH2:14][CH2:15][CH2:16][CH3:17].C1(C)C=CC(S(O)(=O)=O)=CC=1.C(=O)([O-])O.[Na+]>CO>[OH:21][CH2:22][C@H:18]([NH:19][C:25](=[O:26])[O:27][C:28]([CH3:31])([CH3:30])[CH3:29])[C@H:2]([OH:1])[C:3]#[C:4][CH2:5][CH2:6][CH2:7][CH2:8][CH2:9][CH2:10][CH2:11][CH2:12][CH2:13][CH2:14][CH2:15][CH2:16][CH3:17] |f:2.3|. The product is OC[C@@H]([C@@H](C#CCCCCCCCCCCCCC)O)NC(OC(C)(C)C)=O (tert-butyl (2S,3R)-1,3-dihydroxyoctadec-4-yn-2-ylcarbamate). Yield: 93.0%. Starting materials: CC1=CC=C(C(=O)Cl)C=C1 (4-methyl-benzoyl chloride), NC1=CC=C(C=C1)C(CCC(=O)OC)=O (4-(4-amino-phenyl)-4-oxo-butyric acid, methyl ester). The solvent is C1(=CC=CC=C1)C (toluene), C1CCOC1 (THF). The product is CC1=CC=C(C(=O)NC2=CC=C(C=C2)C(CCC(=O)OC)=O)C=C1 (4-[4-(4-methyl-benzoylamino)-phenyl]-4-oxo-butyric acid, methyl ester). The yield is 40.4%. As a reaction SMILES: [CH3:1][C:2]1[CH:10]=[CH:9][C:5]([C:6](Cl)=[O:7])=[CH:4][CH:3]=1.[NH2:11][C:12]1[CH:17]=[CH:16][C:15]([C:18](=[O:25])[CH2:19][CH2:20][C:21]([O:23][CH3:24])=[O:22])=[CH:14][CH:13]=1>C1(C)C=CC=CC=1.C1COCC1>[CH3:1][C:2]1[CH:10]=[CH:9][C:5]([C:6]([NH:11][C:12]2[CH:13]=[CH:14][C:15]([C:18](=[O:25])[CH2:19][CH2:20][C:21]([O:23][CH3:24])=[O:22])=[CH:16][CH:17]=2)=[O:7])=[CH:4][CH:3]=1. Reported procedure: A mixture of 4-methyl-benzoyl chloride (0.74 mL, 0.0056 mol) and 4-(4-amino-phenyl)-4-oxo-butyric acid, methyl ester (0.93 g, 0.0045 mol) in toluene (22 mL) was refluxed under nitrogen for 17 hours and allowed to cool. The mixture was diluted with THF (20 mL), and washed with 0.1 M aqueous sodium hydroxide. The solids that remained undisolved were filtered, washed with water, and dried in house vacuum (40° C., air bleed) to give 0.592 g of 4-[4-(4-methyl-benzoylamino)-phenyl]-4-oxo-butyric acid,... The reactants are [Al+3], C1CCOC1, O=C(Cl)c1c(Cl)cc(Cl)cc1Cl, [H-], [H-], [H-], [H-], [Li+], [Na+], [OH-], O. Product: OCc1c(Cl)cc(Cl)cc1Cl. Reaction SMILES: [Al+3:2].[CH2:22]1[O:23][CH2:24][CH2:25][CH2:26]1.[Cl:7][c:8]1[c:9]([C:10](=[O:11])[Cl:12])[c:13]([Cl:18])[cH:14][c:15]([Cl:17])[cH:16]1.[H-:1].[H-:4].[H-:5].[H-:6].[Li+:3].[Na+:21].[OH-:20].[OH2:19]>>[Cl:7][c:8]1[c:9]([CH2:10][OH:11])[c:13]([Cl:18])[cH:14][c:15]([Cl:17])[cH:16]1. Starting materials: ClC1=NC(N2C(C3=CC=C(C=C3CC2)OC)=C1)=O (2-chloro-9-methoxy-6,7-dihydro-pyrimido[6,1-a]isoquinolin-4-one), CN(N)C1=CC=CC=C1 (N-methyl-N-phenyl-hydrazine). Yields the product COC=1C=C2CCN3C(C2=CC1)=CC(=NC3=O)NN(C3=CC=CC=C3)C (9-Methoxy-2-(N′-methyl-N′-phenyl-hydrazino)-6,7-dihydro-pyrimido[6,1-a]isoquinolin-4-one). Reaction SMILES: Cl[C:2]1[CH:17]=[C:6]2[C:7]3[C:12]([CH2:13][CH2:14][N:5]2[C:4](=[O:18])[N:3]=1)=[CH:11][C:10]([O:15][CH3:16])=[CH:9][CH:8]=3.[CH3:19][N:20]([C:22]1[CH:27]=[CH:26][CH:25]=[CH:24][CH:23]=1)[NH2:21]>>[CH3:16][O:15][C:10]1[CH:11]=[C:12]2[C:7](=[CH:8][CH:9]=1)[C:6]1=[CH:17][C:2]([NH:21][N:20]([CH3:19])[C:22]3[CH:27]=[CH:26][CH:25]=[CH:24][CH:23]=3)=[N:3][C:4](=[O:18])[N:5]1[CH2:14][CH2:13]2. Procedure: The title compound was prepared from 2-chloro-9-methoxy-6,7-dihydro-pyrimido[6,1-a]isoquinolin-4-one (4) and N-methyl-N-phenyl-hydrazine as in Example 1 d. 1H-NMR (400 MHz, d6-DMSO at 60° C.) δ 9.12 (br, 1H), 7.68 (d, 1H), 7.22 (t, 2H), 6.95-6.75 (5H), 6.24 (s, 1H), 3.96 (br, 2H), 3.82 (s, 3H), 3.16 (s, 3H) and 2.94 (t, 2H); MS (ESI) (M+H)+ 349. Starting materials: CCO, CCCCN(C)C(=O)CCCCCCCN(C(C)=O)c1c(C)n(C(=O)c2ccccc2)c2ccc(OC)cc12, [Na+], [OH-], O. Yields the product CCCCN(C)C(=O)CCCCCCCN(C(C)=O)c1c(C)[nH]c2ccc(OC)cc12. As a reaction SMILES: [CH2:43]([OH:44])[CH3:45].[CH3:1][N:2]([C:3]([CH2:4][CH2:5][CH2:6][CH2:7][CH2:8][CH2:9][CH2:10][N:11]([C:12]([CH3:13])=[O:14])[c:15]1[c:16]([CH3:34])[n:17]([C:26](=[O:27])[c:28]2[cH:29][cH:30][cH:31][cH:32][cH:33]2)[c:18]2[cH:19][cH:20][c:21]([O:24][CH3:25])[cH:22][c:23]12)=[O:35])[CH2:36][CH2:37][CH2:38][CH3:39].[Na+:41].[OH-:40].[OH2:42]>>[CH3:1][N:2]([C:3]([CH2:4][CH2:5][CH2:6][CH2:7][CH2:8][CH2:9][CH2:10][N:11]([C:12]([CH3:13])=[O:14])[c:15]1[c:16]([CH3:34])[nH:17][c:18]2[cH:19][cH:20][c:21]([O:24][CH3:25])[cH:22][c:23]12)=[O:35])[CH2:36][CH2:37][CH2:38][CH3:39]. Reactants: CC(C)(C)OC(=O)N1CC(C=O)C(C(C)(C)O[SiH2]C(C)(C)C)C1, CC(C)CN, CC#N, CC#N, O, O. Yields the product CC(C)CNCC1CN(C(=O)OC(C)(C)C)CC1C(C)(C)O[SiH2]C(C)(C)C. Reaction SMILES: [C:1]([CH3:2])([CH3:3])([CH3:4])[O:5][C:6](=[O:7])[N:8]1[CH2:9][CH:10]([C:15]([O:16][SiH2:17][C:18]([CH3:19])([CH3:20])[CH3:21])([CH3:22])[CH3:23])[CH:11]([CH:13]=[O:14])[CH2:12]1.[CH2:24]([CH:25]([CH3:26])[CH3:27])[NH2:28].[CH3:29][C:30]#[N:31].[CH3:33][C:34]#[N:35].[OH2:32].[OH2:36]>>[C:1]([CH3:2])([CH3:3])([CH3:4])[O:5][C:6](=[O:7])[N:8]1[CH2:9][CH:10]([C:15]([O:16][SiH2:17][C:18]([CH3:19])([CH3:20])[CH3:21])([CH3:22])[CH3:23])[CH:11]([CH2:13][NH:28][CH2:24][CH:25]([CH3:26])[CH3:27])[CH2:12]1. Reactants: CC1=C(C=NC(=C1)OCC1(CCC1)C(=O)O)C=1C=NC(=CC1)C=1N(C=C(N1)C(F)(F)F)COCC[Si](C)(C)C (1-[({4-methyl-6′-[4-(trifluoromethyl)-1-{[2-(trimethylsilyl)ethoxy]methyl}-1H-imidazol-2-yl]-3,3′-bipyridin-6-yl}oxy)methyl]cyclobutanecarboxylic acid). Run in FC(C(=O)O)(F)F (trifluoroacetic acid), O (water). Conditions: time 60 hour. Yields the product CC1=C(C=NC(=C1)OCC1(CCC1)C(=O)O)C=1C=NC(=CC1)C=1NC(=CN1)C(F)(F)F (1-[({4-methyl-6′-[5-(trifluoromethyl)-1H-imidazol-2-yl]-3,3′-bipyridin-6-yl}oxy)methyl]cyclobutanecarboxylic acid). The yield is 86.4%. Reaction SMILES: [CH3:1][C:2]1[CH:7]=[C:6]([O:8][CH2:9][C:10]2([C:14]([OH:16])=[O:15])[CH2:13][CH2:12][CH2:11]2)[N:5]=[CH:4][C:3]=1[C:17]1[CH:18]=[N:19][C:20]([C:23]2[N:24](COCC[Si](C)(C)C)[CH:25]=[C:26]([C:28]([F:31])([F:30])[F:29])[N:27]=2)=[CH:21][CH:22]=1>FC(F)(F)C(O)=O.O>[CH3:1][C:2]1[CH:7]=[C:6]([O:8][CH2:9][C:10]2([C:14]([OH:16])=[O:15])[CH2:13][CH2:12][CH2:11]2)[N:5]=[CH:4][C:3]=1[C:17]1[CH:18]=[N:19][C:20]([C:23]2[NH:27][C:26]([C:28]([F:30])([F:29])[F:31])=[CH:25][N:24]=2)=[CH:21][CH:22]=1. Procedure details: In trifluoroacetic acid (3.3 mL) and water (0.33 mL) was dissolved 1-[({4-methyl-6′-[4-(trifluoromethyl)-1-{[2-(trimethylsilyl)ethoxy]methyl}-1H-imidazol-2-yl]-3,3′-bipyridin-6-yl}oxy)methyl]cyclobutanecarboxylic acid (327 mg), and the solution was stirred at room temperature for 60 hours. The reaction mixture was concentrated under reduced pressure, subjected to azeotropic distillation with acetic acid, and isopropyl ether was added to the obtained residue. The precipitated solid was collected ...